From a dataset of the Open Reaction Database (ORD), a public repository of structured organic reaction records. describe an organic reaction: reactants, conditions, products, and yield The reactants are FC1=C(C=C(C=C1)C(C=O)=O)C(F)(F)F ((4-Fluoro-3-trifluoromethylphenyl)oxoacetaldehyde), I.COC1=CC=C(C=C1)C(=N)NN (4-methoxybenzenecarboximidic hydrazide hydriodide salt). Yields the product FC1=C(C=C(C=C1)C=1N=C(N=NC1)C1=CC=C(C=C1)OC)C(F)(F)F (5-(4-fluoro-3-trifluoromethylphenyl)-3-(4-methoxyphenyl)-[1,2,4]triazine). Reaction SMILES: [F:1][C:2]1[CH:7]=[CH:6][C:5]([C:8](=O)[CH:9]=O)=[CH:4][C:3]=1[C:12]([F:15])([F:14])[F:13].I.[CH3:17][O:18][C:19]1[CH:24]=[CH:23][C:22]([C:25]([NH:27][NH2:28])=[NH:26])=[CH:21][CH:20]=1>>[F:1][C:2]1[CH:7]=[CH:6][C:5]([C:8]2[N:26]=[C:25]([C:22]3[CH:23]=[CH:24][C:19]([O:18][CH3:17])=[CH:20][CH:21]=3)[N:27]=[N:28][CH:9]=2)=[CH:4][C:3]=1[C:12]([F:15])([F:14])[F:13] |f:1.2|. Reported procedure: (4-Fluoro-3-trifluoromethylphenyl)oxoacetaldehyde was reacted with 4-methoxybenzenecarboximidic hydrazide hydriodide salt (2.37 g, 8.08 mmol) using the method described in Example 1 to give 5-(4-fluoro-3-trifluoromethylphenyl)-3-(4-methoxyphenyl)-[1,2,4]triazine as a yellow solid (1.13 g): δH (400 MHz, CDCl3) 3.92 (3H, s), 7.06-7.10 (2H, m), 7.44 (1H, t, J 9.2 Hz), 8.44-8.49 (1H, m), 8.56 (1H, dd, J 2.0, 6.7 Hz), 8.58-8.62 (2H, m), 9.54 (1H, s); m/z (ES+) 350.